From a dataset of the Open Reaction Database (ORD), a public repository of structured organic reaction records. describe an organic reaction: reactants, conditions, products, and yield The reactants are CC1=NN=C(O1)C1=C(C=CC(=C1)C(=O)N)C1=CC=CC=C1 (5-methyl-1,3,4-oxadiazol-2-yl-1,1′-biphenyl-4-carboxamide), CC1=C(C=C(C=C1)C=1OC(=NN1)C)C1=CC=C(C=C1)C(=O)O (2′-methyl-5′-(5-methyl-1,3,4-oxadiazol-2-yl)-1,1′-biphenyl-4-carboxylic acid), C[N-]CC1=CC=C(C=C1)CN (N-methyl-(4-aminomethylbenzyl)amide). Product: CC1=C(C=C(C=C1)C=1OC(=NN1)C)C1=CC=C(C=C1)C(=O)NCC1=CC=C(C=C1)C(=O)NC (2′-Methyl-N-{4-[(methylamino)carbonyl]benzyl}5′-(5-methyl-1,3,4-oxadiazol-2-yl)-1,1′-biphenyl-4-carboxamide). Reaction SMILES: CC1[O:6]C(C2C=C(C(N)=O)C=CC=2C2C=CC=CC=2)=NN=1.[CH3:22][C:23]1[CH:28]=[CH:27][C:26]([C:29]2[O:30][C:31]([CH3:34])=[N:32][N:33]=2)=[CH:25][C:24]=1[C:35]1[CH:40]=[CH:39][C:38]([C:41](O)=[O:42])=[CH:37][CH:36]=1.[CH3:44][N-:45][CH2:46][C:47]1[CH:52]=[CH:51][C:50]([CH2:53][NH2:54])=[CH:49][CH:48]=1>>[CH3:22][C:23]1[CH:28]=[CH:27][C:26]([C:29]2[O:30][C:31]([CH3:34])=[N:32][N:33]=2)=[CH:25][C:24]=1[C:35]1[CH:40]=[CH:39][C:38]([C:41]([NH:54][CH2:53][C:50]2[CH:51]=[CH:52][C:47]([C:46]([NH:45][CH3:44])=[O:6])=[CH:48][CH:49]=2)=[O:42])=[CH:37][CH:36]=1. Procedure: 2′-Methyl-N-4-[(methylamino)carbonyl]benzyl)5′-(5-methyl-1,3,4-oxadiazol-2-yl-1,1′-biphenyl-4-carboxamide was prepared from 2′-methyl-5′-(5-methyl-1,3,4-oxadiazol-2-yl)-1,1′-biphenyl-4-carboxylic acid and N-methyl-(4-aminomethylbenzyl)amide using method H. NMR; δH [2H6]—DMSO 9.18,(1H, t), 8.38,(1H, q), 8.01,(2H, d), 7.89, (1H, dd), 7.78,(3H, m), 7.54,(3H, m), 7.40,(2H, d), 4.55,(2H, d), 2.76,(3H, d), 2.56,(3H, s), 2.31,(3H, s). LCMS; retention time 2.88 min, MH+ 441.